Task: describe an organic reaction: reactants, conditions, products, and yield. Dataset: the Open Reaction Database (ORD), a public repository of structured organic reaction records The reactants are [Al+3], COC(=O)c1ccc(CNC(C)=O)cc1, C1CCOC1, [H-], [H-], [H-], [H-], [Li+], [Na+], [Na+], O=S(=O)([O-])[O-]. The product is CC(=O)NCc1ccc(CO)cc1. As a reaction SMILES: [Al+3:2].[C:7]([CH3:8])(=[O:9])[NH:10][CH2:11][c:12]1[cH:13][cH:14][c:15]([C:16](=[O:17])[O:18][CH3:19])[cH:20][cH:21]1.[CH2:29]1[O:30][CH2:31][CH2:32][CH2:33]1.[H-:1].[H-:4].[H-:5].[H-:6].[Li+:3].[Na+:22].[Na+:23].[O-:24][S:25](=[O:26])(=[O:27])[O-:28]>>[C:7]([CH3:8])(=[O:9])[NH:10][CH2:11][c:12]1[cH:13][cH:14][c:15]([CH2:16][OH:17])[cH:20][cH:21]1. Starting materials: COC1=C(C=CC=C1)C=1C=2N(C=CC1)N=C(N2)N (8-(2-methoxy-phenyl)-[1,2,4]triazolo[1,5-a]pyridin-2-ylamine), BrC=1C=C(C=CC1)N1CCN(CC1)C (1-(3-bromo-phenyl)-4-methyl-piperazine), C1(CCCCC1)P(C1=C(C=CC=C1)C1=C(C=CC=C1)P(C1CCCCC1)C1CCCCC1)C1CCCCC1 (2,2′-bis-dicyclohexylphosphanyl-biphenyl). Yields the product COC1=C(C=CC=C1)C=1C=2N(C=CC1)N=C(N2)NC2=CC(=CC=C2)N2CCN(CC2)C ([8-(2-Methoxy-phenyl)-[1,2,4]triazolo[1,5-a]pyridin-2-yl]-[3-(4-methyl-piperazin-1-yl)-phenyl]-amine), foam. Yield: 53.0%. RXN SMILES: [CH3:1][O:2][C:3]1[CH:8]=[CH:7][CH:6]=[CH:5][C:4]=1[C:9]1[C:10]2[N:11]([N:15]=[C:16]([NH2:18])[N:17]=2)[CH:12]=[CH:13][CH:14]=1.Br[C:20]1[CH:21]=[C:22]([N:26]2[CH2:31][CH2:30][N:29]([CH3:32])[CH2:28][CH2:27]2)[CH:23]=[CH:24][CH:25]=1.C1(P(C2CCCCC2)C2C=CC=CC=2C2C=CC=CC=2P(C2CCCCC2)C2CCCCC2)CCCCC1>>[CH3:1][O:2][C:3]1[CH:8]=[CH:7][CH:6]=[CH:5][C:4]=1[C:9]1[C:10]2[N:11]([N:15]=[C:16]([NH:18][C:20]3[CH:25]=[CH:24][CH:23]=[C:22]([N:26]4[CH2:31][CH2:30][N:29]([CH3:32])[CH2:28][CH2:27]4)[CH:21]=3)[N:17]=2)[CH:12]=[CH:13][CH:14]=1. Reported procedure: [8-(2-Methoxy-phenyl)-[1,2,4]triazolo[1,5-a]pyridin-2-yl]-[3-(4-methyl-piperazin-1-yl)-phenyl]-amine was prepared from 8-(2-methoxy-phenyl)-[1,2,4]triazolo[1,5-a]pyridin-2-ylamine (75.0 mg, 0.312 mmol) and 1-(3-bromo-phenyl)-4-methyl-piperazine (90.0 mg, 0.353 mmol) with 2,2′-bis-dicyclohexylphosphanyl-biphenyl (34.0 mg, 0.0622 mmol) as the ligand in a manner analogous to Step 2d and was isolated as a pale yellow foam (0.069 g, 53%). 1H NMR (400 MHz, CDCl3, δ, ppm): 8.40 (d, J=6.5 Hz, 1H), 7.65 ... The reactants are CCN=C=NCCCN(C)C, CCN(C(C)C)C(C)C, ClCCl, Cc1cnc(CN(Cc2ccc(CN)cc2CO)C2CCCc3cccnc32)c(C)c1, On1nnc2ccccc21, CCC(C(=O)O)c1ccccc1. RXN SMILES: [CH3:44][CH2:45][N:46]=[C:47]=[N:48][CH2:49][CH2:50][CH2:51][N:52]([CH3:53])[CH3:54].[CH:65]([N:66]([CH2:67][CH3:68])[CH:69]([CH3:70])[CH3:71])([CH3:72])[CH3:73].[Cl:74][CH2:75][Cl:76].[NH2:1][CH2:2][c:3]1[cH:4][cH:5][c:6]([CH2:11][N:12]([CH:13]2[CH2:14][CH2:15][CH2:16][c:17]3[cH:18][cH:19][cH:20][n:21][c:22]32)[CH2:23][c:24]2[n:25][cH:26][c:27]([CH3:31])[cH:28][c:29]2[CH3:30])[c:7]([CH2:9][OH:10])[cH:8]1.[OH:55][n:56]1[c:57]2[c:58]([cH:59][cH:60][cH:61][cH:62]2)[n:63][n:64]1.[c:32]1([CH:38]([C:39](=[O:40])[OH:41])[CH2:42][CH3:43])[cH:33][cH:34][cH:35][cH:36][cH:37]1>>[NH:1]([CH2:2][c:3]1[cH:4][cH:5][c:6]([CH2:11][N:12]([CH:13]2[CH2:14][CH2:15][CH2:16][c:17]3[cH:18][cH:19][cH:20][n:21][c:22]32)[CH2:23][c:24]2[n:25][cH:26][c:27]([CH3:31])[cH:28][c:29]2[CH3:30])[c:7]([CH2:9][OH:10])[cH:8]1)[C:39]([CH:38]([c:32]1[cH:33][cH:34][cH:35][cH:36][cH:37]1)[CH2:42][CH3:43])=[O:40]. Product: CCC(C(=O)NCc1ccc(CN(Cc2ncc(C)cc2C)C2CCCc3cccnc32)c(CO)c1)c1ccccc1. The reactants are [Si](C)(C)(C(C)(C)C)O[C@H]([C@@H]1N(S(OC1)=O)C(=O)OC(C)(C)C)C1=CC=C(C=C1)C(F)(F)F (tert-butyl (4R)-4-((S)-((tert-butyl(dimethyl)silyl)oxy)(4-(trifluoromethyl)phenyl)methyl)-1,2,3-oxathiazolidine-3-carboxylate 2-oxide), I(=O)(=O)(=O)[O-].[Na+] (sodium periodate), O (water), CCOC(=O)C (EtOAc). The reagents and catalysts are O.[Ru](Cl)(Cl)Cl (ruthenium(III) chloride hydrate). Run in CC#N (CH3CN). Yields the product [Si](C)(C)(C(C)(C)C)O[C@H]([C@@H]1N(S(OC1)(=O)=O)C(=O)OC(C)(C)C)C1=CC=C(C=C1)C(F)(F)F (tert-Butyl (4R)-4-((S)-((tert-butyl(dimethyl)silyl)oxy)(4-(trifluoromethyl)phenyl)methyl)-1,2,3-oxathiazolidine-3-carboxylate 2,2-dioxide). Isolated yield 94.2%. RXN SMILES: [Si:1]([O:8][C@@H:9]([C:23]1[CH:28]=[CH:27][C:26]([C:29]([F:32])([F:31])[F:30])=[CH:25][CH:24]=1)[C@H:10]1[CH2:14][O:13][S:12](=[O:15])[N:11]1[C:16]([O:18][C:19]([CH3:22])([CH3:21])[CH3:20])=[O:17])([C:4]([CH3:7])([CH3:6])[CH3:5])([CH3:3])[CH3:2].I([O-])(=O)(=O)=[O:34].[Na+].O.CCOC(C)=O>CC#N.O.[Ru](Cl)(Cl)Cl>[Si:1]([O:8][C@@H:9]([C:23]1[CH:24]=[CH:25][C:26]([C:29]([F:32])([F:30])[F:31])=[CH:27][CH:28]=1)[C@H:10]1[CH2:14][O:13][S:12](=[O:34])(=[O:15])[N:11]1[C:16]([O:18][C:19]([CH3:22])([CH3:21])[CH3:20])=[O:17])([C:4]([CH3:5])([CH3:6])[CH3:7])([CH3:3])[CH3:2] |f:1.2,6.7|. Procedure details: A mixture of tert-butyl (4R)-4-((S)-((tert-butyl(dimethyl)silyl)oxy)(4-(trifluoromethyl)phenyl)methyl)-1,2,3-oxathiazolidine-3-carboxylate 2-oxide (1.80 g, 3.63 mmol), sodium periodate (3.11 g, 14.5 mmol), ruthenium(III) chloride hydrate (0.0164 g, 0.0726 mmol) in CH3CN:water:EtOAc (51 mL:17 mL:9 mL) was put in a sonicator for 17 minutes. The dark mixture became a yellow suspension. HPLC-MS showed no more starting material. The reaction mixture was filtered through celite and the solid was washe... Starting materials: Cc1ccccc1, Clc1nc(Cl)nc(Cl)n1, Cc1cc(C)c(O)c(C)c1. Product: Cc1cc(C)c(Oc2nc(Cl)nc(Cl)n2)c(C)c1. RXN SMILES: [CH3:20][c:21]1[cH:22][cH:23][cH:24][cH:25][cH:26]1.[Cl:1][c:2]1[n:3][c:4]([Cl:5])[n:6][c:7]([Cl:8])[n:9]1.[c:10]1([CH3:19])[c:11]([OH:18])[c:12]([CH3:17])[cH:13][c:14]([CH3:16])[cH:15]1>>[Cl:1][c:2]1[n:3][c:4]([O:18][c:11]2[c:10]([CH3:19])[cH:15][c:14]([CH3:16])[cH:13][c:12]2[CH3:17])[n:6][c:7]([Cl:8])[n:9]1. The reactants are OCc1ccc(Br)cc1, C1CCOC1, [H-], [Na+], O. Product: COCc1ccc(Br)cc1. Reaction SMILES: [Br:1][c:2]1[cH:3][cH:4][c:5]([CH2:6][OH:7])[cH:8][cH:9]1.[CH2:13]1[O:14][CH2:15][CH2:16][CH2:17]1.[H-:10].[Na+:11].[OH2:12]>>[Br:1][c:2]1[cH:3][cH:4][c:5]([CH2:6][O:7][CH3:13])[cH:8][cH:9]1. Starting materials: OC(C)(C)C=1C=CC(=C(C1)CN[C@@H]1[C@@H](N2CCC1CC2)C(C2=CC=CC=C2)C2=CC=CC=C2)OC ((2S,3S)-N-[5-(1-hydroxy-1-methylethyl)-2-methoxyphenyl]methyl-2-diphenylmethyl-1-azabicyclo[2.2.2]octan-3-amine), C1(=CC=CC=C1)S(=O)(=O)O (benzenesulfonic acid). Solvent: CO (methanol), CO (methanol). The product is C1(=CC=CC=C1)S(=O)(=O)O.OC(C)(C)C=1C=CC(=C(C1)CN[C@@H]1[C@@H](N2CCC1CC2)C(C2=CC=CC=C2)C2=CC=CC=C2)OC ((2S,3S)-N-[5-(1-hydroxy-1-methylethyl)-2-methoxyphenyl]methyl-2-diphenylmethyl-1-azabicyclo[2.2.2]octan-3-amine monobenzenesulfonate). As a reaction SMILES: [OH:1][C:2]([C:5]1[CH:6]=[CH:7][C:8]([O:34][CH3:35])=[C:9]([CH2:11][NH:12][C@H:13]2[CH:18]3[CH2:19][CH2:20][N:15]([CH2:16][CH2:17]3)[C@H:14]2[CH:21]([C:28]2[CH:33]=[CH:32][CH:31]=[CH:30][CH:29]=2)[C:22]2[CH:27]=[CH:26][CH:25]=[CH:24][CH:23]=2)[CH:10]=1)([CH3:4])[CH3:3].[C:36]1([S:42]([OH:45])(=[O:44])=[O:43])[CH:41]=[CH:40][CH:39]=[CH:38][CH:37]=1>CO>[C:36]1([S:42]([OH:45])(=[O:44])=[O:43])[CH:41]=[CH:40][CH:39]=[CH:38][CH:37]=1.[OH:1][C:2]([C:5]1[CH:6]=[CH:7][C:8]([O:34][CH3:35])=[C:9]([CH2:11][NH:12][C@H:13]2[CH:18]3[CH2:17][CH2:16][N:15]([CH2:20][CH2:19]3)[C@H:14]2[CH:21]([C:22]2[CH:27]=[CH:26][CH:25]=[CH:24][CH:23]=2)[C:28]2[CH:29]=[CH:30][CH:31]=[CH:32][CH:33]=2)[CH:10]=1)([CH3:4])[CH3:3] |f:3.4|. Procedure: To a stirred solution of (2S,3S)-N-[5-(1-hydroxy-1-methylethyl)-2-methoxyphenyl]methyl-2-diphenylmethyl-1-azabicyclo[2.2.2]octan-3-amine (170 mg, 0.306 mmol) in anhydrous methanol (5 ml) was added benzenesulfonic acid (48.4 mg, 0.306 mmol) in anhydrous methanol (5 ml) dropwise at 0° C. The solvent was evaporated in vacuo, and the residue was crystallized from i-propanol to afford CJ-12,764-26 (141 mg, 64.6%) as a white crystal. The reactants are COC1=C(C(=NC=C1C)CSC=1NC2=C(N1)C=CC(=C2)C(F)(F)F)C (2-[[(4-methoxy-3,5-dimethyl-2-pyridyl)methyl]thio]-5-(trifluoromethyl)benzimidazole), CO (methanol). Run in C(Cl)Cl (methylene chloride). Reaction conditions: time 60 minute. Product: COC1=C(C(=NC=C1C)CS(=O)C=1NC2=C(N1)C=CC(=C2)C(F)(F)F)C (2-[[(4-methoxy-3,5-dimethyl-2-pyridyl)methyl]sulphinyl]-5-(trifluoromethyl)benzimidazole). Reaction SMILES: [CH3:1][O:2][C:3]1[C:8]([CH3:9])=[CH:7][N:6]=[C:5]([CH2:10][S:11][C:12]2[NH:13][C:14]3[CH:20]=[C:19]([C:21]([F:24])([F:23])[F:22])[CH:18]=[CH:17][C:15]=3[N:16]=2)[C:4]=1[CH3:25].C[OH:27]>C(Cl)Cl>[CH3:1][O:2][C:3]1[C:8]([CH3:9])=[CH:7][N:6]=[C:5]([CH2:10][S:11]([C:12]2[NH:13][C:14]3[CH:20]=[C:19]([C:21]([F:23])([F:24])[F:22])[CH:18]=[CH:17][C:15]=3[N:16]=2)=[O:27])[C:4]=1[CH3:25]. Reported procedure: 31.4 g of 2-[[(4-methoxy-3,5-dimethyl-2-pyridyl)methyl]thio]-5-(trifluoromethyl)benzimidazole are dissolved in 1.3 l of methylene chloride and 50 ml of methanol and then cooled to -20°. 16.9 g of m-chloroperbenzoic acid, recrystallized from a methyene chloride/petroleum ether, are then introduced within 10 minutes. The solution is stirred further at -20° for 60 minutes and then poured into a mixture of 120 ml of 2N sodium carbonate solution and ice. The organic phase is washed neutral with water... Starting materials: CC(=O)Nc1cccc(-n2c(=O)c(Cc3ccccc3)nc3cccnc32)c1, O=C([O-])O, Cl, [Na+]. Product: Nc1cccc(-n2c(=O)c(Cc3ccccc3)nc3cccnc32)c1. Reaction SMILES: [C:1](=[O:2])([CH3:3])[NH:4][c:5]1[cH:6][c:7](-[n:11]2[c:12]3[c:13]([n:14][c:15]([CH2:18][c:19]4[cH:20][cH:21][cH:22][cH:23][cH:24]4)[c:16]2=[O:17])[cH:25][cH:26][cH:27][n:28]3)[cH:8][cH:9][cH:10]1.[C:29](=[O:30])([OH:31])[O-:32].[ClH:34].[Na+:33]>>[NH2:4][c:5]1[cH:6][c:7](-[n:11]2[c:12]3[c:13]([n:14][c:15]([CH2:18][c:19]4[cH:20][cH:21][cH:22][cH:23][cH:24]4)[c:16]2=[O:17])[cH:25][cH:26][cH:27][n:28]3)[cH:8][cH:9][cH:10]1. Reactants: C(C)OC1=C(C=CC(=C1)C(=O)NCC)N1N=NC(=C1)C(=O)O (1-{2-ethoxy-4-[(ethylamino)carbonyl]phenyl}-1H-1,2,3-triazole-4-carboxylic acid), CCN=C=NCCCN(C)C (WSC), C(O)([O-])=O.[Na+] (sodium hydrogen carbonate), C1(CC1)N (cyclopropylamine), C=1C=CC2=C(C1)N=NN2O (HOBt). The solvent is C(C)N(CC)CC (triethylamine), C(C)(=O)OCC (ethyl acetate), CN(C)C=O (DMF). Reaction conditions: time 8 hour. Product: C1(CC1)NC(=O)C=1N=NN(C1)C1=C(C=C(C=C1)C(=O)NCC)OCC (N-cyclopropyl-1-{2-ethoxy-4-[(ethylamino)carbonyl]phenyl}-1H-1,2,3-triazole-4-carboxamide). Isolated yield 76.0%. Reaction SMILES: [CH2:1]([O:3][C:4]1[CH:9]=[C:8]([C:10]([NH:12][CH2:13][CH3:14])=[O:11])[CH:7]=[CH:6][C:5]=1[N:15]1[CH:19]=[C:18]([C:20]([OH:22])=O)[N:17]=[N:16]1)[CH3:2].[CH:23]1([NH2:26])[CH2:25][CH2:24]1.C1C=CC2N(O)N=NC=2C=1.CCN=C=NCCCN(C)C.C(=O)([O-])O.[Na+]>CN(C=O)C.C(OCC)(=O)C.C(N(CC)CC)C>[CH:23]1([NH:26][C:20]([C:18]2[N:17]=[N:16][N:15]([C:5]3[CH:6]=[CH:7][C:8]([C:10]([NH:12][CH2:13][CH3:14])=[O:11])=[CH:9][C:4]=3[O:3][CH2:1][CH3:2])[CH:19]=2)=[O:22])[CH2:25][CH2:24]1 |f:4.5|. Procedure details: To a solution of 1-{2-ethoxy-4-[(ethylamino)carbonyl]phenyl}-1H-1,2,3-triazole-4-carboxylic acid (0.36 g) obtained in Example 131f) in DMF (3 ml) were successively added cyclopropylamine (0.10 ml), triethylamine (0.20 ml), HOBt (0.22 g) and WSC (0.27 g), and the reaction mixture was stirred at room temperature overnight. To the reaction mixture were added saturated aqueous sodium hydrogen carbonate solution and ethyl acetate, and the organic layer was separated. The solvent was evaporated under ...